Dataset: the Open Reaction Database (ORD), a public repository of structured organic reaction records. Task: describe an organic reaction: reactants, conditions, products, and yield The reactants are CC1(CCN)CCN(C(=O)OC(C)(C)C)CC1, C1COCCO1, O=C(NC1CC1)c1cccc2sc(-c3nc(Cl)ncc3Br)cc12, CCN(C(C)C)C(C)C. Yields the product CC1(CCNc2ncc(Br)c(-c3cc4c(C(=O)NC5CC5)cccc4s3)n2)CCN(C(=O)OC(C)(C)C)CC1. RXN SMILES: [C:24]([CH3:25])([CH3:26])([CH3:27])[O:28][C:29](=[O:30])[N:31]1[CH2:32][CH2:33][C:34]([CH3:37])([CH2:38][CH2:39][NH2:40])[CH2:35][CH2:36]1.[CH2:50]1[O:51][CH2:52][CH2:53][O:54][CH2:55]1.[CH:1]1([NH:4][C:5](=[O:6])[c:7]2[cH:8][cH:9][cH:10][c:11]3[s:12][c:13](-[c:16]4[n:17][c:18]([Cl:23])[n:19][cH:20][c:21]4[Br:22])[cH:14][c:15]23)[CH2:2][CH2:3]1.[CH:41]([N:42]([CH:43]([CH3:44])[CH3:45])[CH2:46][CH3:47])([CH3:48])[CH3:49]>>[CH:1]1([NH:4][C:5](=[O:6])[c:7]2[cH:8][cH:9][cH:10][c:11]3[s:12][c:13](-[c:16]4[n:17][c:18]([NH:40][CH2:39][CH2:38][C:34]5([CH3:37])[CH2:33][CH2:32][N:31]([C:29]([O:28][C:24]([CH3:25])([CH3:26])[CH3:27])=[O:30])[CH2:36][CH2:35]5)[n:19][cH:20][c:21]4[Br:22])[cH:14][c:15]23)[CH2:2][CH2:3]1. Reactants: FC=1C=C(C=CC1)C1=NNC(=C1)N (3-(3-fluorophenyl)-1H-pyrazol-5-amine), CN1CCOCC1 (N-methylmorpholine), C(C)(=O)Cl (acetyl chloride). Solvent: C(Cl)Cl (CH2Cl2). Run at time 1 day. The product is FC=1C=C(C=CC1)C1=NNC(=C1)NC(C)=O (N-[3-(3-fluorophenyl)-1H-pyrazol-5-yl]acetamide). The yield is 96.3%. As a reaction SMILES: [F:1][C:2]1[CH:3]=[C:4]([C:8]2[CH:12]=[C:11]([NH2:13])[NH:10][N:9]=2)[CH:5]=[CH:6][CH:7]=1.CN1CC[O:18][CH2:17][CH2:16]1.C(Cl)(=O)C>C(Cl)Cl>[F:1][C:2]1[CH:3]=[C:4]([C:8]2[CH:12]=[C:11]([NH:13][C:17](=[O:18])[CH3:16])[NH:10][N:9]=2)[CH:5]=[CH:6][CH:7]=1. Procedure: To a solution of 3-(3-fluorophenyl)-1H-pyrazol-5-amine (6.5 g, 36 mmol) and N-methylmorpholine (9.7 mL, 88 mmol) in CH2Cl2 (150 mL) was added acetyl chloride (6 mL, 85 mmol) dropwise at 0° C. under an atmosphere of nitrogen. The reaction mixture was stirred at room temperature for 1 d. The reaction mixture was concentrated in vacuo. MeOH (50 mL) and THF (50 mL) were added to the residue, followed by the addition of NaOH solution (aq. 2.5 M, 42.5 mL) at 0° C. The reaction mixture was stirred at r... The reactants are CC1(OC[C@H](O1)COC=1C=C2C(=CN(C2=CC1)C)C1=CC=2C(=NC=CC2)N1S(=O)(=O)C1=CC=C(C=C1)C)C (2-[5-({R}-(−)-2,2-dimethyl-[1,3]dioxolan-4-ylmethoxy)-1-methyl-1H-indol-3-yl]-1-(toluene-4-sulfonyl)-1H-pyrrolo[2,3-b]pyridine), Cl (hydrochloric acid). Run in CO (methanol). Product: CN1C=C(C2=CC(=CC=C12)OC[C@H](CO)O)C1=CC=2C(=NC=CC2)N1S(=O)(=O)C1=CC=C(C=C1)C ((S)-3-{1-Methyl-3-[1-(toluene-4-sulfonyl)-1H-pyrrolo[2,3-b]pyridin-2-yl]-1H-indol-5-yloxy}-propane-1,2-diol). The yield is 39.5%. Reaction SMILES: CC1(C)[O:6][C@H:5]([CH2:7][O:8][C:9]2[CH:10]=[C:11]3[C:15](=[CH:16][CH:17]=2)[N:14]([CH3:18])[CH:13]=[C:12]3[C:19]2[N:27]([S:28]([C:31]3[CH:36]=[CH:35][C:34]([CH3:37])=[CH:33][CH:32]=3)(=[O:30])=[O:29])[C:22]3=[N:23][CH:24]=[CH:25][CH:26]=[C:21]3[CH:20]=2)[CH2:4][O:3]1.Cl>CO>[CH3:18][N:14]1[C:15]2[C:11](=[CH:10][C:9]([O:8][CH2:7][C@@H:5]([OH:6])[CH2:4][OH:3])=[CH:17][CH:16]=2)[C:12]([C:19]2[N:27]([S:28]([C:31]3[CH:36]=[CH:35][C:34]([CH3:37])=[CH:33][CH:32]=3)(=[O:29])=[O:30])[C:22]3=[N:23][CH:24]=[CH:25][CH:26]=[C:21]3[CH:20]=2)=[CH:13]1. Procedure details: A solution of 2-[5-({R}-(−)-2,2-dimethyl-[1,3]dioxolan-4-ylmethoxy)-1-methyl-1H-indol-3-yl]-1-(toluene-4-sulfonyl)-1H-pyrrolo[2,3-b]pyridine [1.04 g, Reference Example 23(b)] in methanol (20 mL) was treated with hydrochloric acid (20 mL, 1M) then heated under reflux for 3 hours. The reaction mixture was concentrated in vacuo and the residue subjected to flash chromatography on silica eluting with a mixture of ethyl acetate and pentane (2:1, v/v) to give the title compound (380 mg) as a clear oil... Reactants: [OH-].[Na+] (sodium hydroxide), CCC(CC(CC)=O)=O (3,5-heptanedione), NC1=NC(=NN1)CCCN(CCO)C1=CC=C(C=C1)F (2-{[3-(5-amino-1H-1,2,4-triazol-3-yl)propyl](4-fluorophenyl)amino}ethan-1-ol), C(C)(=O)O (acetic acid), ice water. Conditions: temperature 135 celsius. Yields the product C(C)(=O)OCCN(C1=CC=C(C=C1)F)CCCC1=NN2C(N=C(C=C2CC)CC)=N1 (2-[(3-{5,7-diethyl-[1,2,4]triazolo[1,5-a]pyrimidin-2-yl}propyl)(4-fluorophenyl)amino]ethyl acetate). As a reaction SMILES: [CH3:1][CH2:2][C:3](=O)[CH2:4][C:5](=O)[CH2:6][CH3:7].[NH2:10][C:11]1[NH:15][N:14]=[C:13]([CH2:16][CH2:17][CH2:18][N:19]([C:23]2[CH:28]=[CH:27][C:26]([F:29])=[CH:25][CH:24]=2)[CH2:20][CH2:21][OH:22])[N:12]=1.[OH-].[Na+].[C:32](O)(=[O:34])[CH3:33]>>[C:32]([O:22][CH2:21][CH2:20][N:19]([CH2:18][CH2:17][CH2:16][C:13]1[N:12]=[C:11]2[N:10]=[C:5]([CH2:6][CH3:7])[CH:4]=[C:3]([CH2:2][CH3:1])[N:15]2[N:14]=1)[C:23]1[CH:24]=[CH:25][C:26]([F:29])=[CH:27][CH:28]=1)(=[O:34])[CH3:33] |f:2.3|. Procedure: A mixture of 3,5-heptanedione (18.8 mg, 0.147 mmol), 2-{[3-(5-amino-1H-1,2,4-triazol-3-yl)propyl](4-fluorophenyl)amino}ethan-1-ol (50 mg, 0.179 mmol), and glacial acetic acid (1 mL) was added to a 50 mL RBF with a magnetic stirring bar. The flask was fitted with a condenser, and warmed in an oil bath to a gentle reflux at 135° C. for 18 h. Progress of the reaction was monitored by analytical HPLC with UV detection (Rt=5.5 min). The mixture was added to stirring ice/water (15 mL), and the pH was ... Starting materials: ice water, S(=O)(=O)(OC)OC (dimethyl sulfate), C([O-])([O-])=O.[K+].[K+] (potassium carbonate), C1(=CC(O)=CC(C)=C1)O (orcinol). Run in C(C)#N (acetonitrile). Yields the product COC=1C=C(C=C(C1)OC)C (3,5-dimethoxy toluene). The yield is 82.0%. Reaction SMILES: [C:1]1([OH:9])[CH:8]=[C:6]([CH3:7])[CH:5]=[C:3](O)[CH:2]=1.S([O:15][CH3:16])(OC)(=O)=O.[C:17](=O)([O-])[O-].[K+].[K+]>C(#N)C>[CH3:17][O:9][C:1]1[CH:8]=[C:6]([CH3:7])[CH:5]=[C:3]([O:15][CH3:16])[CH:2]=1 |f:2.3.4|. Procedure: Commercially available orcinol (5.77 g) was dissolved in acetonitrile (200 ml), dimethyl sulfate (8.47 ml) and potassium carbonate (12.3 g) were added, and the admixture was refluxed for 2.5 hours. The reaction mixture was poured into ice water and partitioned with chloroform, and the chloroform layer was dried with anhydrous magnesium sulfate. The solvent was removed by reduced-pressure distillation, and the resulting residue was purified by column chromatography on silica gel eluting with hexa... Reactants: O=S1CCN(CC2=C1C=CC=C2)C=2NC(C1=C(N2)C=C(S1)C)=O (2-(1-oxido-2,3-dihydro-1,4-benzothiazepin-4(5H)-yl)-6-methylthieno[3,2-d]pyrimidin-4(3H)-one), O1CC(C1)(CN)CN (3,3-oxetanedimethanamine). Yields the product NCC1(COC1)CNC=1C2=C(N=C(N1)N1CCS(C3=C(C1)C=CC=C3)=O)C=C(S2)C (N-{[3-(Aminomethyl)oxetan-3-yl]methyl}-6-methyl-2-(1-oxido-2,3-dihydro-1,4-benzothiazepin-4(5H)-yl)thieno[3,2-d]pyrimidin-4-amine). As a reaction SMILES: [O:1]=[S:2]1[C:8]2[CH:9]=[CH:10][CH:11]=[CH:12][C:7]=2[CH2:6][N:5]([C:13]2[NH:14][C:15](=O)[C:16]3[S:21][C:20]([CH3:22])=[CH:19][C:17]=3[N:18]=2)[CH2:4][CH2:3]1.[O:24]1[CH2:27][C:26]([CH2:30][NH2:31])([CH2:28][NH2:29])[CH2:25]1>>[NH2:29][CH2:28][C:26]1([CH2:30][NH:31][C:15]2[C:16]3[S:21][C:20]([CH3:22])=[CH:19][C:17]=3[N:18]=[C:13]([N:5]3[CH2:6][C:7]4[CH:12]=[CH:11][CH:10]=[CH:9][C:8]=4[S:2](=[O:1])[CH2:3][CH2:4]3)[N:14]=2)[CH2:27][O:24][CH2:25]1. Reported procedure: The title compound was prepared in analogy to Example 3-1 in Scheme 3 by using 2-(1-oxido-2,3-dihydro-1,4-benzothiazepin-4(5H)-yl)-6-methylthieno[3,2-d]pyrimidin-4(3H)-one and 3,3-oxetanedimethanamine. MS obsd. (ESI+) [(M+H)+] 444, 1H NMR (400 MHz, METHANOL-d4) δ ppm 7.74 (t, J=8.7 Hz, 2H), 7.43-7.51 (m, 2H), 6.83 (s, 1H), 5.21 (d, J=15.2 Hz, 1H), 4.68-4.75 (m, 1H), 4.64 (d, J=6.6 Hz, 2H), 4.50 (t, J=6.2 Hz, 2H), 4.01 (br. s., 2H), 3.09 (s, 2H), 2.56 (s, 3H), 2.06 (s, 4H). Starting materials: CS(=O)(=O)Cl, CCCCCC(CCCN)OC1CCCCO1, O, c1ccncc1. Yields the product CCCCCC(CCCNS(C)(=O)=O)OC1CCCCO1. As a reaction SMILES: [CH3:18][S:19](=[O:20])(=[O:21])[Cl:22].[O:1]1[CH:2]([O:7][CH:8]([CH2:9][CH2:10][CH2:11][NH2:12])[CH2:13][CH2:14][CH2:15][CH2:16][CH3:17])[CH2:3][CH2:4][CH2:5][CH2:6]1.[OH2:23].[cH:24]1[cH:25][cH:26][n:27][cH:28][cH:29]1>>[O:1]1[CH:2]([O:7][CH:8]([CH2:9][CH2:10][CH2:11][NH:12][S:19]([CH3:18])(=[O:20])=[O:21])[CH2:13][CH2:14][CH2:15][CH2:16][CH3:17])[CH2:3][CH2:4][CH2:5][CH2:6]1. The reactants are C(C=O)=O (ethanedial), NN1C(=NN=C1N)CC1=CC=C(C=C1)O (4-(4,5-diamino-4H-[1,2,4]triazol-3-ylmethyl)-phenol). The product is N=1N=C(N2N=CC=NC21)CC2=CC=C(C=C2)O (4-[1,2,4]triazolo[4,3-b][1,2,4]triazin-3-ylmethyl-phenol). Reaction SMILES: [CH:1](=O)[CH:2]=O.[NH2:5][N:6]1[C:10]([NH2:11])=[N:9][N:8]=[C:7]1[CH2:12][C:13]1[CH:18]=[CH:17][C:16]([OH:19])=[CH:15][CH:14]=1>>[N:9]1[N:8]=[C:7]([CH2:12][C:13]2[CH:18]=[CH:17][C:16]([OH:19])=[CH:15][CH:14]=2)[N:6]2[C:10]=1[N:11]=[CH:2][CH:1]=[N:5]2. Procedure details: General procedure A was followed with the reaction of ethanedial and 4-(4,5-diamino-4H-[1,2,4]triazol-3-ylmethyl)-phenol to provide 4-[1,2,4]triazolo[4,3-b][1,2,4]triazin-3-ylmethyl-phenol (example 7). Starting materials: COC(=O)C(NC(=O)OC(C)(C)C)c1ccc(OS(=O)(=O)c2ccccc2C)cc1, O=C([O-])[O-], COc1cccc(OC)c1B(O)O, C1CCC(P(C2CCCCC2)C2CCCCC2)CC1, [Cs+], [Cs+], C1COCCO1. Yields the product COC(=O)C(NC(=O)OC(C)(C)C)c1ccc(-c2c(OC)cccc2OC)cc1. RXN SMILES: [C:1]([CH3:2])([CH3:3])([CH3:4])[O:5][C:6](=[O:7])[NH:8][CH:9]([C:10](=[O:11])[O:12][CH3:13])[c:14]1[cH:15][cH:16][c:17]([O:20][S:21]([c:22]2[c:23]([CH3:24])[cH:25][cH:26][cH:27][cH:28]2)(=[O:29])=[O:30])[cH:18][cH:19]1.[C:31](=[O:32])([O-:33])[O-:34].[CH3:56][O:57][c:58]1[c:59]([B:66]([OH:67])[OH:68])[c:60]([O:64][CH3:65])[cH:61][cH:62][cH:63]1.[CH:37]1([P:38]([CH:39]2[CH2:40][CH2:41][CH2:42][CH2:43][CH2:44]2)[CH:45]2[CH2:46][CH2:47][CH2:48][CH2:49][CH2:50]2)[CH2:51][CH2:52][CH2:53][CH2:54][CH2:55]1.[Cs+:35].[Cs+:36].[O:69]1[CH2:70][CH2:71][O:72][CH2:73][CH2:74]1>>[C:1]([CH3:2])([CH3:3])([CH3:4])[O:5][C:6](=[O:7])[NH:8][CH:9]([C:10](=[O:11])[O:12][CH3:13])[c:14]1[cH:15][cH:16][c:17](-[c:59]2[c:58]([O:57][CH3:56])[cH:63][cH:62][cH:61][c:60]2[O:64][CH3:65])[cH:18][cH:19]1.